This data is from the Open Reaction Database (ORD), a public repository of structured organic reaction records. The task is: describe an organic reaction: reactants, conditions, products, and yield The reactants are O=C([O-])O, CC(=O)O, CCO, CC(C)=O, ClC(Cl)Cl, [Na+], C1COCCO1, O, CCN1CCN(C(=O)NC(C(=O)NC2C(=O)N3C(C(=O)OCc4ccc5ccccc5c4)C(C)C(O)C23)c2ccccc2)C(=O)C1=O. The product is [Na+], CCN1CCN(C(=O)NC(C(=O)NC2C(=O)N3C(C(=O)[O-])C(C)C(O)C23)c2ccccc2)C(=O)C1=O. RXN SMILES: [C:54](=[O:55])([OH:56])[O-:57].[CH3:59][C:60](=[O:61])[OH:62].[CH3:63][CH2:64][OH:65].[CH3:71][C:72](=[O:73])[CH3:74].[CH:66]([Cl:67])([Cl:68])[Cl:69].[Na+:58].[O:48]1[CH2:49][CH2:50][O:51][CH2:52][CH2:53]1.[OH2:70].[OH:1][CH:2]1[CH:3]([CH3:47])[CH:4]([C:33](=[O:34])[O:35][CH2:36][c:37]2[cH:38][cH:39][c:40]3[c:41]([cH:42][cH:43][cH:44][cH:45]3)[cH:46]2)[N:5]2[CH:6]1[CH:7]([NH:10][C:11]([CH:12]([NH:13][C:14](=[O:15])[N:16]1[C:17](=[O:25])[C:18](=[O:24])[N:19]([CH2:22][CH3:23])[CH2:20][CH2:21]1)[c:26]1[cH:27][cH:28][cH:29][cH:30][cH:31]1)=[O:32])[C:8]2=[O:9]>>[Na+:58].[OH:1][CH:2]1[CH:3]([CH3:47])[CH:4]([C:33](=[O:34])[O-:35])[N:5]2[CH:6]1[CH:7]([NH:10][C:11]([CH:12]([NH:13][C:14](=[O:15])[N:16]1[C:17](=[O:25])[C:18](=[O:24])[N:19]([CH2:22][CH3:23])[CH2:20][CH2:21]1)[c:26]1[cH:27][cH:28][cH:29][cH:30][cH:31]1)=[O:32])[C:8]2=[O:9].